This data is from the Open Reaction Database (ORD), a public repository of structured organic reaction records. The task is: describe an organic reaction: reactants, conditions, products, and yield The reactants are OCCN(C1=CC(=C(C#N)C=C1)C(F)(F)F)CC(F)(F)F (4-[(2-hydroxyethyl)(2,2,2-trifluoroethyl)amino]-2-(trifluoromethyl)benzonitrile), CS(=O)(=O)C1=CC=C(C=C1)O (4-methanesulfonylphenol). Yields the product CS(=O)(=O)C1=CC=C(C=C1)OCCN(C1=CC(=C(C#N)C=C1)C(F)(F)F)CC(F)(F)F (4-[(2-{[4-(Methylsulfonyl)phenyl]oxy}ethyl)(2,2,2-trifluoroethyl)amino]-2-(trifluoromethyl)benzonitrile). Reaction SMILES: [OH:1][CH2:2][CH2:3][N:4]([CH2:17][C:18]([F:21])([F:20])[F:19])[C:5]1[CH:12]=[CH:11][C:8]([C:9]#[N:10])=[C:7]([C:13]([F:16])([F:15])[F:14])[CH:6]=1.[CH3:22][S:23]([C:26]1[CH:31]=[CH:30][C:29](O)=[CH:28][CH:27]=1)(=[O:25])=[O:24]>>[CH3:22][S:23]([C:26]1[CH:31]=[CH:30][C:29]([O:1][CH2:2][CH2:3][N:4]([CH2:17][C:18]([F:19])([F:20])[F:21])[C:5]2[CH:12]=[CH:11][C:8]([C:9]#[N:10])=[C:7]([C:13]([F:15])([F:16])[F:14])[CH:6]=2)=[CH:28][CH:27]=1)(=[O:25])=[O:24]. Procedure details: Synthesized as described in Example 1C from 4-[(2-hydroxyethyl)(2,2,2-trifluoroethyl)amino]-2-(trifluoromethyl)benzonitrile and 4-methanesulfonylphenol: 1H NMR (300 MHz, CDCl3) δ 7.67 (app. d, J=8.8 Hz, 2H), 7.67 (d, J=8.6 Hz, 1H), 7.19 (d, J=2.5 Hz, 1H), 7.05-6.95 (m, 3H), 4.29 (t, J=5.3 Hz, 2H), 4.20 (q, J=8.6 Hz, 2H), 4.05 (t, J=5.1 Hz, 2H), 3.01 (s, 3H). Starting materials: NC1[C@@H]2N(C(=C(CS2)CSC2=NN=NN2CC=C)C(=O)O)C1=O (7-amino-3-(1-allyl-1H-tetrazol-5-yl)thiomethyl-3-cephem-4-carboxylic acid), C[Si](C)(C)CC(=O)N (trimethylsilylacetamide), P(=O)(Cl)(Cl)Cl (phosphorus oxychloride), C1(CCCC1)ON=C(C(=O)O)C=1N=C(SC1)NC(C(F)(F)F)=O (2-cyclopentyloxyimino-2-[2-(2,2,2-trifluoroacetamido)thiazol-4-yl]acetic acid). The solvent is C(C)(=O)OCC (ethyl acetate), O (water), C(C)(=O)OCC (ethyl acetate), C(C)(=O)OCC (ethyl acetate), CN(C=O)C (dimethylformamide). Reaction conditions: time 30 minute. The product is C[N+](=CCl)C.[Cl-] (Vilsmeier reagent), C1(CCCC1)ON=C(C(=O)NC1[C@@H]2N(C(=C(CS2)CSC2=NN=NN2CC=C)C(=O)O)C1=O)C=1N=C(SC1)NC(C(F)(F)F)=O (7-[2-cyclopentyloxyimino-2-{2-(2,2,2-trifluoroacetamido)thiazol-4-yl}acetamido]-3-(1-allyl-1H-tetrazol-5-yl)thiomethyl-3-cephem-4-carboxylic acid). Isolated yield 195.2%. Reaction SMILES: P(Cl)(Cl)([Cl:3])=O.[CH:6]1([O:11][N:12]=[C:13]([C:17]2[N:18]=[C:19]([NH:22][C:23](=[O:28])[C:24]([F:27])([F:26])[F:25])[S:20][CH:21]=2)[C:14]([OH:16])=O)[CH2:10][CH2:9][CH2:8][CH2:7]1.[NH2:29][CH:30]1[C:50](=[O:51])[N:32]2[C:33]([C:47]([OH:49])=[O:48])=[C:34]([CH2:37][S:38][C:39]3[N:43]([CH2:44][CH:45]=[CH2:46])[N:42]=[N:41][N:40]=3)[CH2:35][S:36][C@H:31]12.C[Si](CC(N)=O)(C)C>C(OCC)(=O)C.O.CN(C)C=O>[CH3:31][N+:32]([CH3:50])=[CH:33][Cl:3].[Cl-:3].[CH:6]1([O:11][N:12]=[C:13]([C:17]2[N:18]=[C:19]([NH:22][C:23](=[O:28])[C:24]([F:27])([F:26])[F:25])[S:20][CH:21]=2)[C:14]([NH:29][CH:30]2[C:50](=[O:51])[N:32]3[C:33]([C:47]([OH:49])=[O:48])=[C:34]([CH2:37][S:38][C:39]4[N:43]([CH2:44][CH:45]=[CH2:46])[N:42]=[N:41][N:40]=4)[CH2:35][S:36][C@H:31]23)=[O:16])[CH2:7][CH2:8][CH2:9][CH2:10]1 |f:7.8|. Procedure: The Vilsmeier reagent was prepared from dry dimethylformamide (2.6 g.), phosphorus oxychloride (5.4 g.) and dry ethyl acetate (10.4 ml) by the conventional method. Dry ethyl acetate (100 ml) was added thereto and then 2-cyclopentyloxyimino-2-[2-(2,2,2-trifluoroacetamido)thiazol-4-yl]acetic acid (syn isomer) (10.4 g.) was added thereto at 0° C. The mixture was stirred for 30 minutes at the same temperature. The resulting mixture was added under -10° C. to a stirred solution of 7-amino-3-(1-allyl-... Reactants: FC=1C=C(C=CC1OC)[C@@](CC1=CC=CC=C1)(N)C1=CC(=CC(=C1)OC(C(F)F)(F)F)F ((R)-1-(3-fluoro-4-methoxyphenyl)-1-(3-fluoro-5-(1,1,2,2-tetrafluoroethoxy)phenyl)-2-phenylethanamine), C(C)(C)N(C(C)C)CC (N,N-diisopropylethylamine), [Si](C)(C)(C(C)(C)C)N1[C@H](CC1=O)C(=O)O ((R)-1-(tert-butyldimethylsilyl)-4-oxoazetidine-2-carboxylic acid), ClC(Cl)(OC(OC(Cl)(Cl)Cl)=O)Cl (triphosgene), CC1=NC(=CC(=C1)C)C (2,4,6-trimethylpyridine). The solvent is O (Water), C1CCOC1 (THF), C1CCOC1 (THF). Reaction conditions: time 5 minute. The product is [Si](C)(C)(C(C)(C)C)N1[C@H](CC1=O)C(=O)N[C@@](CC1=CC=CC=C1)(C1=CC(=CC(=C1)OC(C(F)F)(F)F)F)C1=CC(=C(C=C1)OC)F ((R)-1-(tert-Butyldimethylsilyl)-N—((R)-1-(3-fluoro-4-methoxyphenyl)-1-(3-fluoro-5-(1,1,2,2-tetrafluoroethoxy)phenyl)-2-phenylethyl)-4-oxoazetidine-2-carboxamide). Isolated yield 55.0%. As a reaction SMILES: [Si:1]([N:8]1[C:11](=[O:12])[CH2:10][C@@H:9]1[C:13]([OH:15])=O)([C:4]([CH3:7])([CH3:6])[CH3:5])([CH3:3])[CH3:2].ClC(Cl)(OC(=O)OC(Cl)(Cl)Cl)Cl.CC1C=C(C)C=C(C)N=1.[F:37][C:38]1[CH:39]=[C:40]([C@:46]([C:55]2[CH:60]=[C:59]([O:61][C:62]([F:67])([F:66])[CH:63]([F:65])[F:64])[CH:58]=[C:57]([F:68])[CH:56]=2)([NH2:54])[CH2:47][C:48]2[CH:53]=[CH:52][CH:51]=[CH:50][CH:49]=2)[CH:41]=[CH:42][C:43]=1[O:44][CH3:45].C(N(CC)C(C)C)(C)C>C1COCC1.O>[Si:1]([N:8]1[C:11](=[O:12])[CH2:10][C@@H:9]1[C:13]([NH:54][C@:46]([C:40]1[CH:41]=[CH:42][C:43]([O:44][CH3:45])=[C:38]([F:37])[CH:39]=1)([C:55]1[CH:60]=[C:59]([O:61][C:62]([F:67])([F:66])[CH:63]([F:65])[F:64])[CH:58]=[C:57]([F:68])[CH:56]=1)[CH2:47][C:48]1[CH:53]=[CH:52][CH:51]=[CH:50][CH:49]=1)=[O:15])([C:4]([CH3:5])([CH3:6])[CH3:7])([CH3:2])[CH3:3]. Procedure: To a solution of (R)-1-(tert-butyldimethylsilyl)-4-oxoazetidine-2-carboxylic acid (126 mg, 0.55 mmol) in THF (1.5 mL) was added to a solution of triphosgene (54 mg, 0.18 mmol). The reaction mixture was stirred for 5 min at rt, followed by addition of 2,4,6-trimethylpyridine (203 μL, 1.54 mmol), a solution of (R)-1-(3-fluoro-4-methoxyphenyl)-1-(3-fluoro-5-(1,1,2,2-tetrafluoroethoxy)phenyl)-2-phenylethanamine, prepared as described in Procedure 3, 62, 5 and 6, (50 mg, 0.11 mmol) in THF (0.6 mL), a... Reactants: O=C([O-])O, COc1ccc(-c2nc(S(C)=O)nn2-c2ccc(OC)cc2)cc1, O=C(OO)c1cccc(Cl)c1, ClCCl, [Na+]. The product is COc1ccc(-c2nc(S(C)(=O)=O)nn2-c2ccc(OC)cc2)cc1. RXN SMILES: [C:36](=[O:37])([OH:38])[O-:39].[CH3:1][O:2][c:3]1[cH:4][cH:5][c:6](-[n:9]2[n:10][c:11]([S:22](=[O:23])[CH3:24])[n:12][c:13]2-[c:14]2[cH:15][cH:16][c:17]([O:20][CH3:21])[cH:18][cH:19]2)[cH:7][cH:8]1.[Cl:25][c:26]1[cH:27][cH:28][cH:29][c:30]([C:31]([O:32][OH:34])=[O:33])[cH:35]1.[Cl:41][CH2:42][Cl:43].[Na+:40]>>[CH3:1][O:2][c:3]1[cH:4][cH:5][c:6](-[n:9]2[n:10][c:11]([S:22](=[O:23])([CH3:24])=[O:33])[n:12][c:13]2-[c:14]2[cH:15][cH:16][c:17]([O:20][CH3:21])[cH:18][cH:19]2)[cH:7][cH:8]1. Starting materials: COC1=CC=C(C(C2=CC=C(C=C2)OC)(C2=CC=CC=C2)OC[C@H]([C@H]([C@H]([C@@H](CO)N2C(=O)N=C(N)C(=C2)C)OCCF)O[Si](CC)(CC)CC)O)C=C1 (6-O-(4,4′-dimethoxytrityl)-3-O-(2-fluoroethyl)-4-O-(triethylsilyl)-2-deoxy-2-(5-methylcytosin-1yl)-D-altro-hexitol), C(C1=CC=CC=C1)(=O)OC(C1=CC=CC=C1)=O (benzoic anhydride). Run in CN(C)C=O (DMF), C(C)(=O)OCC (ethyl acetate). Conditions: time 18 hour. The product is C([C@@H](O)[C@H](O)[C@H](O)[C@H](O)CO)O (altro-hexitol). Yield: 434.0%. Reaction SMILES: COC1C=CC(C([O:22][CH2:23][C@@H:24]([OH:51])[C@@H:25]([O:43][Si](CC)(CC)CC)[C@@H:26]([O:39]CCF)[C@H:27](N2C=C(C)C(N)=NC2=O)[CH2:28][OH:29])(C2C=CC=CC=2)C2C=CC(OC)=CC=2)=CC=1.C(OC(=O)C1C=CC=CC=1)(=[O:61])C1C=CC=CC=1>CN(C=O)C.C(OCC)(=O)C>[CH2:23]([OH:22])[C@H:24]([C@@H:25]([C@@H:26]([C@@H:27]([CH2:28][OH:29])[OH:61])[OH:39])[OH:43])[OH:51]. Reported procedure: Compound 9 (1.92 g, 2.58 mmol) was dissolved in anhydrous DMF (11.9 mL) and benzoic anhydride (0.87 g, 3.85 mmol) was added with stirring at room temperature for 18 hours. The reaction mixture was diluted with ethyl acetate (100 mL) and the resulting organic phase was washed with a saturated aqueous NaHCO3 (2×100 mL) and brine (100 mL). The ethyl acetate layer was dried over anhydrous Na2SO4 and concentrated in vacuum. The residue obtained was purified by flash silica gel column chromatography a... Starting materials: Br.BrCC=1N=C2C(=NC(=NC2=NC1)N)N (6-bromomethyl-2,4-pteridinediamine hydrobromide), NCC1=CC=CC2=CC=CC=C12 (1-aminomethyl-naphthalene), crude product, C([O-])(O)=O (bicarbonate). Run in CN(C(C)=O)C (N,N dimethylacetamide). Conditions: temperature 50 celsius, time 8 hour. Product: NC1=NC2=NC=C(N=C2C(=N1)N)CC(C1=CC=CC2=CC=CC=C12)(N)CC=1N=C2C(=NC(=NC2=NC1)N)N (1-{[di-(2,4-Diaminopteridin-6-yl-methyl)]-amino-methyl}-naphthalene). Isolated yield 17.8%. As a reaction SMILES: Br.Br[CH2:3][C:4]1[N:5]=[C:6]2[C:11](=[N:12][CH:13]=1)[N:10]=[C:9]([NH2:14])[N:8]=[C:7]2[NH2:15].[NH2:16][CH2:17][C:18]1[C:27]2[C:22](=[CH:23][CH:24]=[CH:25][CH:26]=2)[CH:21]=[CH:20][CH:19]=1.C(=O)(O)[O-]>CN(C)C(=O)C>[NH2:14][C:9]1[N:8]=[C:7]([NH2:15])[C:6]2[C:11](=[N:12][CH:13]=[C:4]([CH2:3][C:17]([CH2:3][C:4]3[N:5]=[C:6]4[C:11](=[N:12][CH:13]=3)[N:10]=[C:9]([NH2:14])[N:8]=[C:7]4[NH2:15])([NH2:16])[C:18]3[C:27]4[C:22](=[CH:23][CH:24]=[CH:25][CH:26]=4)[CH:21]=[CH:20][CH:19]=3)[N:5]=2)[N:10]=1 |f:0.1|. Procedure details: To a solution of 6-bromomethyl-2,4-pteridinediamine hydrobromide (51 mg, 0.2 mmol) in anhydrous N,N dimethylacetamide was added 1-aminomethyl-naphthalene (31.67 ul, 0.22 mmol). The reaction mixture was stirred at 50° C. overnight. The crude product was poured into saturated bicarbonate solution. The resulted precipitate was collected and purified by preparative HPLC. 9 mg product was obtained. Yield: 15%; 1H NMR(500 MHz, DMSO-d6): δ 4.0970 (s, 4H), 4.2526 (s, 2H), 7.3530–7.3692 (dd, J1=7.25 Hz, ... Reactants: perchloryl fluoride, COC1=CC=CC=2C=CSC21 (1-benzothien-7-yl methyl ether), CC1(N(C(CCC1)(C)C)[Li])C (2,2,6,6 tetramethyl-lithio-piperidine). Solvent: C1CCOC1 (THF), C1CCOC1 (THF). Conditions: temperature -78 celsius, time 30 minute. Yields the product FC=1SC2=C(C1)C=CC=C2OC (2-Fluoro-7-methoxy-1-benzothiophene). Yield: 50.0%. As a reaction SMILES: [CH3:1][O:2][C:3]1[C:11]2[S:10][CH:9]=[CH:8][C:7]=2[CH:6]=[CH:5][CH:4]=1.CC1(C)CCCC(C)(C)N1[Li].Cl([F:27])(=O)(=O)=O>C1COCC1>[F:27][C:9]1[S:10][C:11]2[C:3]([O:2][CH3:1])=[CH:4][CH:5]=[CH:6][C:7]=2[CH:8]=1. Procedure: A solution of 1-benzothien-7-yl methyl ether (230 mg, 1.40 mmol) in dry THF (5 mL) was added dropwise to a freshly prepared solution of 2,2,6,6 tetramethyl-lithio-piperidine (1.68 mmol) in THF (10 mL) at −78° C. The resulting solution was stirred at this temperature for 30 mins before perchloryl fluoride gas was condensed into the reaction. After the strong exotherm had stopped the mixture was allowed to stir at −78° C. for a further 30 mins. After this time the reaction was quenched with NH4Cl ...